This data is from the Open Reaction Database (ORD), a public repository of structured organic reaction records. The task is: describe an organic reaction: reactants, conditions, products, and yield Reactants: C1CCOC1, CCOC(=O)c1csc(C=O)n1, [H-], [Na+], O, CCOP(=O)(Cc1ccc2ccccc2n1)OCC. The product is CCOC(=O)c1csc(C=Cc2ccc3ccccc3n2)n1. As a reaction SMILES: [CH2:35]1[O:36][CH2:37][CH2:38][CH2:39]1.[CH:22](=[O:23])[c:24]1[s:25][cH:26][c:27]([C:29](=[O:30])[O:31][CH2:32][CH3:33])[n:28]1.[H-:21].[Na+:20].[OH2:34].[n:1]1[c:2]([CH2:11][P:12](=[O:13])([O:14][CH2:15][CH3:16])[O:17][CH2:18][CH3:19])[cH:3][cH:4][c:5]2[cH:6][cH:7][cH:8][cH:9][c:10]12>>[n:1]1[c:2]([CH:11]=[CH:22][c:24]2[s:25][cH:26][c:27]([C:29](=[O:30])[O:31][CH2:32][CH3:33])[n:28]2)[cH:3][cH:4][c:5]2[cH:6][cH:7][cH:8][cH:9][c:10]12. Reported procedure: A 1.0 M solution of diisobutylaluminum hydride in tetrahydrofuran (19.7 ml, 19.7 mmol) was added to a solution of methyl 3,4,5-trimethoxy-2-nitrobenzoate (5.0 g, 18.5 mmol) in toluene (100 ml) at -50° C. under an argon atmosphere, and the mixture was stirred for 30 min. Methanol (10 ml) was added thereto, and the temperature of the mixture was raised to room temperature. Water was added to the mixture, followed by extraction twice with ethyl acetate. The organic layer was dried over anhydrous ma... Run in C1(=CC=CC=C1)C (toluene), O (Water). The product is COC=1C(=C(CO)C=C(C1OC)OC)[N+](=O)[O-] (3,4,5-trimethoxy-2-nitrobenzyl alcohol). Conditions: time 30 minute. Isolated yield 22.4%. As a reaction SMILES: [H-].C([Al+]CC(C)C)C(C)C.O1CCCC1.[CH3:16][O:17][C:18]1[C:19]([N+:32]([O-:34])=[O:33])=[C:20]([CH:25]=[C:26]([O:30][CH3:31])[C:27]=1[O:28][CH3:29])[C:21](OC)=[O:22].CO>C1(C)C=CC=CC=1.O>[CH3:16][O:17][C:18]1[C:19]([N+:32]([O-:34])=[O:33])=[C:20]([CH:25]=[C:26]([O:30][CH3:31])[C:27]=1[O:28][CH3:29])[CH2:21][OH:22] |f:0.1|. The reactants are solution, [H-].C(C(C)C)[Al+]CC(C)C (diisobutylaluminum hydride), O1CCCC1 (tetrahydrofuran), COC=1C(=C(C(=O)OC)C=C(C1OC)OC)[N+](=O)[O-] (methyl 3,4,5-trimethoxy-2-nitrobenzoate), CO (Methanol). Yields the product CC1=CC=C(C=N1)\C=C/N1C2=C(C=3C=C(C=CC13)S(=O)(=O)C)CN1CCC2CC1 (6-[(Z)-2-(6-methylpyridin-3-yl)vinyl]-9-(methylsulfonyl)-3,4,5,6-tetrahydro-1H-2,5-ethanoazepino[4,3-b]indole). Procedure: The coupling of 9-(methylsulfonyl)-3,4,5,6-tetrahydro-1H-2,5-ethanoazepino[4,3-b]indole (150 mg, 0.517 mmol; Example 180) and 5-ethynyl-2-methylpyridine (182 mg, 1.55 mmol; prepared as described in International Publication No. WO2005090333) was performed according to the procedure described in Example 20 to afford the title compound as the major product: 1H NMR (300 MHz, methanol-d4) δ ppm 1.70-1.82 (m, 2H), 1.88-2.01 (m, 2H), 2.40 (s, 3H), 2.96-3.24 (m, 5H), 3.10 (s, 3H), 4.32 (s, 2H), 6.91 (d... The reactants are CS(=O)(=O)C1=CC=2C3=C(NC2C=C1)C1CCN(C3)CC1 (9-(methylsulfonyl)-3,4,5,6-tetrahydro-1H-2,5-ethanoazepino[4,3-b]indole), C(#C)C=1C=CC(=NC1)C (5-ethynyl-2-methylpyridine). RXN SMILES: [CH3:1][S:2]([C:5]1[CH:13]=[CH:12][C:11]2[NH:10][C:9]3[CH:14]4[CH2:20][CH2:19][N:17]([CH2:18][C:8]=3[C:7]=2[CH:6]=1)[CH2:16][CH2:15]4)(=[O:4])=[O:3].[C:21]([C:23]1[CH:24]=[CH:25][C:26]([CH3:29])=[N:27][CH:28]=1)#[CH:22]>>[CH3:29][C:26]1[N:27]=[CH:28][C:23](/[CH:21]=[CH:22]\[N:10]2[C:11]3[CH:12]=[CH:13][C:5]([S:2]([CH3:1])(=[O:3])=[O:4])=[CH:6][C:7]=3[C:8]3[CH2:18][N:17]4[CH2:16][CH2:15][CH:14]([C:9]2=3)[CH2:20][CH2:19]4)=[CH:24][CH:25]=1. Product: C1(=CC=CC=C1)C(=C)C1=CC(=CC=C1)C(=C)C1=CC=CC=C1 (1,3-bis(1-phenylethenyl)benzene). Procedure: Isoprene, sec-BuLi solution (1.3M in cyclohexane), anhydrous tetrahydrofuran (THF), anhydrous dimethylsulfoxide (DMSO), pentamethyldiethylenetriamine (PMDETA) and 1,3-diisopropenylbenzene (1) were obtained from Aldrich Chemical Company, Milwaukee, Wis. 1,3-bis(1-phenylethenyl)benzene (3) was obtained from the Dow Chemical Company, Midland, Mich. Reaction SMILES: [CH2:1]=[CH:2][C:3](=[CH2:5])C.[Li][CH:7]([CH2:9][CH3:10])[CH3:8].CN(C)[CH2:13][CH2:14]N(C)CCN(C)C.[C:23]([C:26]1[CH:31]=[CH:30][CH:29]=[C:28]([C:32]([CH3:34])=[CH2:33])[CH:27]=1)([CH3:25])=C.[CH3:35]S(C)=O>O1CCCC1>[C:8]1([C:23]([C:26]2[CH:31]=[CH:30][CH:29]=[C:28]([C:32]([C:34]3[CH:1]=[CH:2][CH:3]=[CH:5][CH:35]=3)=[CH2:33])[CH:27]=2)=[CH2:25])[CH:14]=[CH:13][CH:10]=[CH:9][CH:7]=1. Run in O1CCCC1 (tetrahydrofuran). The reactants are C=CC(C)=C (Isoprene), C(=C)(C)C1=CC(=CC=C1)C(=C)C (1,3-diisopropenylbenzene), CS(=O)C (dimethylsulfoxide), [Li]C(C)CC (sec-BuLi), CN(CCN(CCN(C)C)C)C (pentamethyldiethylenetriamine).